Dataset: the Open Reaction Database (ORD), a public repository of structured organic reaction records. Task: describe an organic reaction: reactants, conditions, products, and yield Starting materials: CO, Cc1ccccc1, NCC(CCOC1CCCCO1)c1ccc(Cl)c(Cl)c1, O=C=Nc1cccc2ccccc12. Yields the product O=C(NCC(CCOC1CCCCO1)c1ccc(Cl)c(Cl)c1)Nc1cccc2ccccc12. As a reaction SMILES: [CH3:34][OH:35].[CH3:36][c:37]1[cH:38][cH:39][cH:40][cH:41][cH:42]1.[O:1]1[CH:2]([O:7][CH2:8][CH2:9][CH:10]([CH2:11][NH2:12])[c:13]2[cH:14][c:15]([Cl:20])[c:16]([Cl:19])[cH:17][cH:18]2)[CH2:3][CH2:4][CH2:5][CH2:6]1.[c:21]1([N:31]=[C:32]=[O:33])[cH:22][cH:23][cH:24][c:25]2[cH:26][cH:27][cH:28][cH:29][c:30]12>>[O:1]1[CH:2]([O:7][CH2:8][CH2:9][CH:10]([CH2:11][NH:12][C:32]([NH:31][c:21]2[cH:22][cH:23][cH:24][c:25]3[cH:26][cH:27][cH:28][cH:29][c:30]23)=[O:33])[c:13]2[cH:14][c:15]([Cl:20])[c:16]([Cl:19])[cH:17][cH:18]2)[CH2:3][CH2:4][CH2:5][CH2:6]1. Starting materials: BrCC1=C(C=CC=C1)/C=C/C(=O)OCC (Ethyl (E)-3-[2-(bromomethyl)phenyl]-2-propenoate), C1=C(C=CC2=CC=CC=C12)B(O)O (2-naphthylboronic acid). Yields the product C1=C(C=CC2=CC=CC=C12)CC1=C(C=CC=C1)/C=C/C(=O)OCC (Ethyl (E)-3-[2-(2-naphthylmethyl)phenyl]-2-propenoate). As a reaction SMILES: Br[CH2:2][C:3]1[CH:8]=[CH:7][CH:6]=[CH:5][C:4]=1/[CH:9]=[CH:10]/[C:11]([O:13][CH2:14][CH3:15])=[O:12].[CH:16]1[C:25]2[C:20](=[CH:21][CH:22]=[CH:23][CH:24]=2)[CH:19]=[CH:18][C:17]=1B(O)O>>[CH:24]1[C:25]2[C:20](=[CH:19][CH:18]=[CH:17][CH:16]=2)[CH:21]=[CH:22][C:23]=1[CH2:2][C:3]1[CH:8]=[CH:7][CH:6]=[CH:5][C:4]=1/[CH:9]=[CH:10]/[C:11]([O:13][CH2:14][CH3:15])=[O:12]. Procedure: The benzyl bromide (500 mg) of example 1, step 2 was treated with 2-naphthylboronic acid according to the same procedure previously described to yield 360 mg of the title compound. The reactants are CCOC(C)=O, CC(C)n1cnc2c(Nc3cccc(Cl)c3)nc(Cl)nc21, NCCN. Yields the product CC(C)n1cnc2c(Nc3cccc(Cl)c3)nc(NCCN)nc21. RXN SMILES: [CH3:26][CH2:27][O:28][C:29](=[O:30])[CH3:31].[Cl:1][c:2]1[n:3][c:4]([NH:14][c:15]2[cH:16][c:17]([Cl:21])[cH:18][cH:19][cH:20]2)[c:5]2[n:6][cH:7][n:8]([CH:11]([CH3:12])[CH3:13])[c:9]2[n:10]1.[NH2:22][CH2:23][CH2:24][NH2:25]>>[c:2]1([NH:25][CH2:24][CH2:23][NH2:22])[n:3][c:4]([NH:14][c:15]2[cH:16][c:17]([Cl:21])[cH:18][cH:19][cH:20]2)[c:5]2[n:6][cH:7][n:8]([CH:11]([CH3:12])[CH3:13])[c:9]2[n:10]1. The reactants are NCC1=CC=CC=C1, CC1=CC=C(S(=O)(Cl)=O)C=C1. The reagents and catalysts are O=C([O-])O.[Na+] (NaHCO3). Solvent: O (water), OCCOCCOCCOCCOCCO (PEG400), CC(C)=O (acetone). Run at temperature 25 celsius, pressure 100 psi, time 20 minute. Yields the product Cc1ccc(S(=O)(=O)NCc2ccccc2)cc1. Isolated yield 100.0%. Reaction SMILES: [CH2:1](/[C:3](=[CH:8]\[CH3:9])/[CH:4]=[CH:5]/[CH2:6][OH:7])[CH3:2].[O-:10][C:11]#[N:12].[Na+].FC(F)(F)C(O)=O>C1C=CC=CC=1>[C:11](=[O:10])([O:7][CH2:6][CH:5]=[CH:4][C:3]([CH2:1][CH3:2])=[CH:8][CH3:9])[NH2:12] |f:1.2|. Yields the product C(N)(OCC=CC(=CC)CC)=O (4-ethyl-2,4-hexadien-1-yl carbamate). Reported procedure: To a mixture of (E,E)-4-ethyl-2,4-hexadien-1-ol (3.0 g), sodium cyanate (3.1 g), and benzene (15 ml) at room temperature was added dropwise trifluoroacetic acid (5.42 g) during 1 hour. After being stirred for 2 hours at the same temperature, the reaction mixture was partitioned between water and ethyl acetate. The organic layer separated was washed with aqueous sodium bicarbonate, water and brine, dried over anhydrous magnesium sulfate, and evaporated in vacuo. The residue was chromatographed on... Isolated yield 49.7%. Run in C1=CC=CC=C1 (benzene). Reaction conditions: time 2 hour. The reactants are C(C)/C(/C=C/CO)=C\C ((E,E)-4-ethyl-2,4-hexadien-1-ol), [O-]C#N.[Na+] (sodium cyanate), FC(C(=O)O)(F)F (trifluoroacetic acid).